Dataset: the Open Reaction Database (ORD), a public repository of structured organic reaction records. Task: describe an organic reaction: reactants, conditions, products, and yield The reactants are COC(=O)CC(=O)c1ccccc1, CO, [H][H]. Product: COC(=O)CC(O)c1ccccc1. As a reaction SMILES: [C:1]([c:2]1[cH:3][cH:4][cH:5][cH:6][cH:7]1)(=[O:8])[CH2:9][C:10](=[O:11])[O:12][CH3:13].[CH3:16][OH:17].[H:14][H:15]>>[CH:1]([c:2]1[cH:3][cH:4][cH:5][cH:6][cH:7]1)([OH:8])[CH2:9][C:10](=[O:11])[O:12][CH3:13]. The reactants are CC(C)([O-])C.[K+] (potassium tert-butoxide), C(CC(=O)C)(=O)OCC (ethyl acetoacetate), COC1=CC=C(C(CBr)=O)C=C1 (4-methoxyphenacyl bromide). The solvent is C1=CC=CC=C1 (benzene). Product: COC1=CC=C(C=C1)C(CC(C(=O)OCC)CC(C)=O)=O (ethyl 2-[2-(4-methoxyphenyl)-2-oxoethyl]-4-oxopentanoate). The yield is 87.0%. As a reaction SMILES: [CH3:1][C:2](C)([O-:4])[CH3:3].[K+].[C:7]([O:13][CH2:14][CH3:15])(=[O:12])[CH2:8]C(C)=O.[CH3:16][O:17][C:18]1[CH:27]=[CH:26][C:21]([C:22](=[O:25])[CH2:23]Br)=[CH:20][CH:19]=1>C1C=CC=CC=1>[CH3:16][O:17][C:18]1[CH:27]=[CH:26][C:21]([C:22](=[O:25])[CH2:23][CH:8]([CH2:1][C:2](=[O:4])[CH3:3])[C:7]([O:13][CH2:14][CH3:15])=[O:12])=[CH:20][CH:19]=1 |f:0.1|. Procedure: After adding potassium tert-butoxide to a solution of ethyl acetoacetate (25.7 g) in benzene (420 ml) while cooling on ice, 4-methoxyphenacyl bromide (24.8 g) was gradually added and the mixture was refluxed for an hour. After allowing the reaction solution to cool, it was washed with 5% sodium hydroxide and purified water, and dried with anhydrous magnesium sulfate. The solvent was distilled off under reduced pressure to give 26.2 g of ethyl 2-[2-(4-methoxyphenyl)-2-oxoethyl]-4-oxopentanoate (8... Reactants: C(CCC)OC(=O)C=1N=C(C2=CC(=CC=C2C1O)OC(C)C)Cl (1-chloro-4-hydroxy-7-isopropoxy-isoquinoline-3-carboxylic acid butyl ester), NCCO (2-amino-ethanol). Yields the product OCCNC(=O)C=1N=C(C2=CC(=CC=C2C1O)OC(C)C)Cl (1-Chloro-4-hydroxy-7-isopropoxy-isoquinoline-3-carboxylic acid (2-hydroxy-ethyl)-amide). Reaction SMILES: C(O[C:6]([C:8]1[N:9]=[C:10]([Cl:23])[C:11]2[C:16]([C:17]=1[OH:18])=[CH:15][CH:14]=[C:13]([O:19][CH:20]([CH3:22])[CH3:21])[CH:12]=2)=[O:7])CCC.[NH2:24][CH2:25][CH2:26][OH:27]>>[OH:27][CH2:26][CH2:25][NH:24][C:6]([C:8]1[N:9]=[C:10]([Cl:23])[C:11]2[C:16]([C:17]=1[OH:18])=[CH:15][CH:14]=[C:13]([O:19][CH:20]([CH3:21])[CH3:22])[CH:12]=2)=[O:7]. Procedure details: Synthesized from 1-chloro-4-hydroxy-7-isopropoxy-isoquinoline-3-carboxylic acid butyl ester (can be obtained according to U.S. Pat. No. 6,093,730, October 1998, Weidmann et al.) and 2-amino-ethanol in analogy to example B-5; MS-(−)-ion: M−1=323.2.